Task: describe an organic reaction: reactants, conditions, products, and yield. Dataset: the Open Reaction Database (ORD), a public repository of structured organic reaction records The reactants are NC1=C(C=NN1)C(=O)OCC (ethyl 5-amino-1H-pyrazole-4-carboxylate), C(CCC)(OC)(OC)OC (trimethyl orthobutyrate), C(C)(=O)O (acetic acid), C(C1=CC=CC=C1)N (benzylamine). The solvent is C(C)O (ethanol). Run at temperature 90 celsius. The product is C(C1=CC=CC=C1)N1C(=NC2=C(C1=O)C=NN2)CCC (5-benzyl-6-propyl-1,5-dihydro-4H-pyrazolo[3,4-d]pyrimidin-4-one). RXN SMILES: [NH2:1][C:2]1[NH:6][N:5]=[CH:4][C:3]=1[C:7]([O:9]CC)=O.[C:12](OC)(OC)(OC)[CH2:13][CH2:14][CH3:15].C(O)(=O)C.[CH2:26]([NH2:33])[C:27]1[CH:32]=[CH:31][CH:30]=[CH:29][CH:28]=1>C(O)C>[CH2:26]([N:33]1[C:7](=[O:9])[C:3]2[CH:4]=[N:5][NH:6][C:2]=2[N:1]=[C:12]1[CH2:13][CH2:14][CH3:15])[C:27]1[CH:32]=[CH:31][CH:30]=[CH:29][CH:28]=1. Procedure details: A mixture of ethyl 5-amino-1H-pyrazole-4-carboxylate (1-1, 3.1 g, 20 mmol, 1 equiv), trimethyl orthobutyrate (5.9 g, 40 mmol, 2 equiv) and acetic acid (120 mg, 2 mmol, 0.1 equiv) was heated at 90° C. for 3 h. Excess trimethyl orthobutyrate was removed by distillation. The residue added to a solution of benzylamine (4.2 g, 40 mmol, 2 equiv) in ethanol (25 mL), and the resulting solution was heated at reflux for 18 h, then cooled and concentrated. The residue was triturated with EtOAc to provide 5... The reactants are N1=C(C=CC=C1)N1CCNCC1 (1-(2-pyridyl) piperazine), BrCCCCBr (1,4-dibromobutane), C([O-])([O-])=O.[Na+].[Na+] (sodium carbonate), CCOCC (ether). Run in C(C)(C)O (isopropyl alcohol). Yields the product [Br-].N1=C(C=CC=C1)N1CC[N+]2(CCCC2)CC1 (8-(2-pyridyl)-8-aza-5-azoniaspiro[4,5]decane bromide). RXN SMILES: [N:1]1[CH:6]=[CH:5][CH:4]=[CH:3][C:2]=1[N:7]1[CH2:12][CH2:11][NH:10][CH2:9][CH2:8]1.[Br:13][CH2:14][CH2:15][CH2:16][CH2:17]Br.C(=O)([O-])[O-].[Na+].[Na+].CCOCC>C(O)(C)C>[Br-:13].[N:1]1[CH:6]=[CH:5][CH:4]=[CH:3][C:2]=1[N:7]1[CH2:8][CH2:9][N+:10]2([CH2:17][CH2:16][CH2:15][CH2:14]2)[CH2:11][CH2:12]1 |f:2.3.4,7.8|. Procedure details: A mixture of 40.8 g (0.25 mol) of 1-(2-pyridyl) piperazine (IV), 75.5 ml (134.9 g, 0.625 mol) of 1,4-dibromobutane (V) and 27.5 g (0.26 mol) of sodium carbonate was refluxed in 500 g of isopropyl alcohol for 16 hours, the hot mixture was filtered off from the salt precipitate, cooled, and the crystalline product was isolated. The additional amount of the product can be obtained by dilution of the mother liquor with a double volume of ether. Run in N1=CC=CC=C1 (pyridine), C1(=CC=CC=C1)C (toluene), C1(=CC=CC=C1)C (toluene). Reactants: CC(COC(=O)OC1=CC=C(C=C1)O)CC (p-(2-Methylbutyloxycarbonyloxy)phenol), ( i ), C(CCCCCCC)C1=CC=C(C=C1)C1=CC=C(C=C1)C(=O)Cl (4'-octyl-4-biphenylcarboxylic acid chloride). Reaction conditions: temperature 60 celsius. RXN SMILES: [CH3:1][CH:2]([CH2:15][CH3:16])[CH2:3][O:4][C:5]([O:7][C:8]1[CH:13]=[CH:12][C:11]([OH:14])=[CH:10][CH:9]=1)=[O:6].[CH2:17]([C:25]1[CH:30]=[CH:29][C:28]([C:31]2[CH:36]=[CH:35][C:34]([C:37](Cl)=[O:38])=[CH:33][CH:32]=2)=[CH:27][CH:26]=1)[CH2:18][CH2:19][CH2:20][CH2:21][CH2:22][CH2:23][CH3:24]>N1C=CC=CC=1.C1(C)C=CC=CC=1>[CH3:1][CH:2]([CH2:15][CH3:16])[CH2:3][O:4][C:5]([O:7][C:8]1[CH:9]=[CH:10][C:11]([O:14][C:37]([C:34]2[CH:33]=[CH:32][C:31]([C:28]3[CH:29]=[CH:30][C:25]([CH2:17][CH2:18][CH2:19][CH2:20][CH2:21][CH2:22][CH2:23][CH3:24])=[CH:26][CH:27]=3)=[CH:36][CH:35]=2)=[O:38])=[CH:12][CH:13]=1)=[O:6]. Procedure details: p-(2-Methylbutyloxycarbonyloxy)phenol (0.25 g) prepared in the above (i) was dissolved in pyridine (5 ml) and cooled with ice, followed by dropwise adding a solution of 4'-octyl-4-biphenylcarboxylic acid chloride (0.37 g) dissolved in toluene (5 ml), heating on a water bath at 60° C., reacting the mixture, adding toluene (50 ml), separating the toluene layer, washing with 6N-hydrochloric acid, further with 2N-NaOH aqueous solution, then with a saturated NaCl aqueous solution to make the layer ne... The product is CC(COC(=O)OC1=CC=C(C=C1)OC(=O)C1=CC=C(C=C1)C1=CC=C(C=C1)CCCCCCCC)CC (4'-octyl-4-biphenylcarboxylic acid p-(2-methylbutyloxycarbonyloxy)phenyl ester). Starting materials: Nc1ncc(Br)nc1Br, COCCOC, [Na+], [Na+], O=C([O-])[O-], O, OB(O)c1ccc(F)cc1, [Pd], c1ccc(P(c2ccccc2)c2ccccc2)cc1, c1ccc(P(c2ccccc2)c2ccccc2)cc1, c1ccc(P(c2ccccc2)c2ccccc2)cc1, c1ccc(P(c2ccccc2)c2ccccc2)cc1. Product: Nc1ncc(Br)nc1-c1ccc(F)cc1. RXN SMILES: [Br:1][c:2]1[c:3]([NH2:9])[n:4][cH:5][c:6]([Br:8])[n:7]1.[CH3:26][O:27][CH2:28][CH2:29][O:30][CH3:31].[Na+:10].[Na+:11].[O-:12][C:13](=[O:14])[O-:15].[OH2:32].[OH:16][B:17]([OH:18])[c:19]1[cH:20][cH:21][c:22]([F:23])[cH:24][cH:25]1.[Pd:33].[c:34]1([P:35]([c:36]2[cH:37][cH:38][cH:39][cH:40][cH:41]2)[c:42]2[cH:43][cH:44][cH:45][cH:46][cH:47]2)[cH:48][cH:49][cH:50][cH:51][cH:52]1.[c:53]1([P:54]([c:55]2[cH:56][cH:57][cH:58][cH:59][cH:60]2)[c:61]2[cH:62][cH:63][cH:64][cH:65][cH:66]2)[cH:67][cH:68][cH:69][cH:70][cH:71]1.[c:72]1([P:73]([c:74]2[cH:75][cH:76][cH:77][cH:78][cH:79]2)[c:80]2[cH:81][cH:82][cH:83][cH:84][cH:85]2)[cH:86][cH:87][cH:88][cH:89][cH:90]1.[c:91]1([P:92]([c:93]2[cH:94][cH:95][cH:96][cH:97][cH:98]2)[c:99]2[cH:100][cH:101][cH:102][cH:103][cH:104]2)[cH:105][cH:106][cH:107][cH:108][cH:109]1>>[c:2]1(-[c:19]2[cH:20][cH:21][c:22]([F:23])[cH:24][cH:25]2)[c:3]([NH2:9])[n:4][cH:5][c:6]([Br:8])[n:7]1. Reactants: CCNC1CCN(C(=O)OC(C)(C)C)C1, O=C=Nc1ccc(Cl)cc1, CN(C)C=O. The product is CCN(C(=O)Nc1ccc(Cl)cc1)C1CCN(C(=O)OC(C)(C)C)C1. Reaction SMILES: [C:1]([CH3:2])([CH3:3])([CH3:4])[O:5][C:6](=[O:7])[N:8]1[CH2:9][CH:10]([NH:13][CH2:14][CH3:15])[CH2:11][CH2:12]1.[Cl:16][c:17]1[cH:18][cH:19][c:20]([N:23]=[C:24]=[O:25])[cH:21][cH:22]1.[O:26]=[CH:27][N:28]([CH3:29])[CH3:30]>>[C:1]([CH3:2])([CH3:3])([CH3:4])[O:5][C:6](=[O:7])[N:8]1[CH2:9][CH:10]([N:13]([CH2:14][CH3:15])[C:24]([NH:23][c:20]2[cH:19][cH:18][c:17]([Cl:16])[cH:22][cH:21]2)=[O:25])[CH2:11][CH2:12]1. Reactants: C(N)(=N)C1=CC=C(C=C1)NCC1=NC2=CC(=CC=C2C(=C1)C)N(CC(=O)OCC)S(=O)(=O)C=1C=CC=C2C=CC=NC12 (2-[N-(4-amidinophenyl)-aminomethyl]-4-methyl-7-[N-(ethoxycarbonylmethyl)-quinoline-8-sulphonylamino]-quinoline), [OH-].[Na+] (sodium hydroxide). Yields the product C(N)(=N)C1=CC=C(C=C1)NCC1=NC2=CC(=CC=C2C(=C1)C)N(CC(=O)O)S(=O)(=O)C=1C=CC=C2C=CC=NC12 (2-[N-(4-Amidinophenyl)-aminomethyl]-4-methyl-7-[N-(hydroxycarbonylmethyl)-quinoline-8-sulphonylamino]-quinoline). Reaction SMILES: [C:1]([C:4]1[CH:9]=[CH:8][C:7]([NH:10][CH2:11][C:12]2[CH:21]=[C:20]([CH3:22])[C:19]3[C:14](=[CH:15][C:16]([N:23]([S:30]([C:33]4[CH:34]=[CH:35][CH:36]=[C:37]5[C:42]=4[N:41]=[CH:40][CH:39]=[CH:38]5)(=[O:32])=[O:31])[CH2:24][C:25]([O:27]CC)=[O:26])=[CH:17][CH:18]=3)[N:13]=2)=[CH:6][CH:5]=1)(=[NH:3])[NH2:2].[OH-].[Na+]>>[C:1]([C:4]1[CH:9]=[CH:8][C:7]([NH:10][CH2:11][C:12]2[CH:21]=[C:20]([CH3:22])[C:19]3[C:14](=[CH:15][C:16]([N:23]([S:30]([C:33]4[CH:34]=[CH:35][CH:36]=[C:37]5[C:42]=4[N:41]=[CH:40][CH:39]=[CH:38]5)(=[O:32])=[O:31])[CH2:24][C:25]([OH:27])=[O:26])=[CH:17][CH:18]=3)[N:13]=2)=[CH:6][CH:5]=1)(=[NH:2])[NH2:3] |f:1.2|. Procedure details: Prepared analogously to Example 3 from 2-[N-(4-amidinophenyl)-aminomethyl]-4-methyl-7-[N-(ethoxycarbonylmethyl)-quinoline-8-sulphonylamino]-quinoline and sodium hydroxide solution. The reactants are C(C)(C)(C)OC(=O)N1C=C(C2=CC=CC=C12)CC1(C(N(C2=C(N3C(=NN=C13)C1=CC=CC=C1)C=CC=C2)CC(N(C2=CC=CC=C2)C(C)C)=O)=O)C (3-{6-[(isopropyl-phenyl-carbamoyl)-methyl]-4-methyl-5-oxo-1-phenyl-5,6-dihydro-4H-2,3,6,10b-tetraaza-benzo[e]azulen-4-ylmethyl}-indole-1-carboxylic acid tert-butyl ester), Cl (HCl). Run in O1CCOCC1 (dioxane). Conditions: time 50 hour. Yields the product N1C=C(C2=CC=CC=C12)CC1(C(N(C2=C(N3C(=NN=C13)C1=CC=CC=C1)C=CC=C2)CC(=O)N(C2=CC=CC=C2)C(C)C)=O)C (2-[4-(1H-indol-3-ylmethyl)-4-methyl-5-oxo-1-phenyl-4,5-dihydro-2,3,6,10b-tetraaza-benzo[e]azulen-6-yl]-N-isopropyl-N-phenyl-acetamide). Reaction SMILES: C(OC([N:8]1[C:16]2[C:11](=[CH:12][CH:13]=[CH:14][CH:15]=2)[C:10]([CH2:17][C:18]2([CH3:52])[C:27]3[N:23]([C:24]([C:28]4[CH:33]=[CH:32][CH:31]=[CH:30][CH:29]=4)=[N:25][N:26]=3)[C:22]3[CH:34]=[CH:35][CH:36]=[CH:37][C:21]=3[N:20]([CH2:38][C:39](=[O:50])[N:40]([CH:47]([CH3:49])[CH3:48])[C:41]3[CH:46]=[CH:45][CH:44]=[CH:43][CH:42]=3)[C:19]2=[O:51])=[CH:9]1)=O)(C)(C)C.Cl>O1CCOCC1>[NH:8]1[C:16]2[C:11](=[CH:12][CH:13]=[CH:14][CH:15]=2)[C:10]([CH2:17][C:18]2([CH3:52])[C:27]3[N:23]([C:24]([C:28]4[CH:33]=[CH:32][CH:31]=[CH:30][CH:29]=4)=[N:25][N:26]=3)[C:22]3[CH:34]=[CH:35][CH:36]=[CH:37][C:21]=3[N:20]([CH2:38][C:39]([N:40]([CH:47]([CH3:48])[CH3:49])[C:41]3[CH:46]=[CH:45][CH:44]=[CH:43][CH:42]=3)=[O:50])[C:19]2=[O:51])=[CH:9]1. Procedure: To a solution of 3-{6-[(isopropyl-phenyl-carbamoyl)-methyl]-4-methyl-5-oxo-1-phenyl-5,6-dihydro-4H-2,3,6,10b-tetraaza-benzo[e]azulen-4-ylmethyl}-indole-1-carboxylic acid tert-butyl ester in dioxane (1 mL) was added HCl (4.0M in dioxane, 550 μL) and the reaction was stirred at room temperature for 50 hours. The volatiles were concentrated in vacuo and the residue was dissolved in CH2Cl2. The organic solution was washed with aqueous NaHCO3 (1×), dried (Na2SO4), filtered and concentrated. Purificat... The reactants are O[Li].O.O.O.O.O.O (LiOH.6H2O), O=C1NC2=C(CCN1C1CCN(CC1)C(=O)O[C@H](CC1=CC(=C(C=C1)Br)Br)C(=O)OCC)C=CC=C2 ((R)-2-(3,4-dibromo-phenyl)-1-ethoxycarbonyl-ethyl 4-(2-oxo-1,2,4,5-tetrahydro-1,3-benzodiazepin-3-yl)-piperidine-1-carboxylate). Run in O (water), C1CCOC1 (THF). Conditions: time 7 hour. Product: O=C1NC2=C(CCN1C1CCN(CC1)C(=O)O[C@H](CC1=CC(=C(C=C1)Br)Br)C(=O)O)C=CC=C2 ((R)-2-(3,4-dibromo-phenyl)-1-hydroxycarbonyl-ethyl 4-(2-oxo-1,2,4,5-tetrahydro-1,3-benzodiazepin-3-yl)-piperidine-1-carboxylate). Reaction SMILES: O[Li].O.O.O.O.O.O.[O:9]=[C:10]1[N:16]([CH:17]2[CH2:22][CH2:21][N:20]([C:23]([O:25][C@@H:26]([C:36]([O:38]CC)=[O:37])[CH2:27][C:28]3[CH:33]=[CH:32][C:31]([Br:34])=[C:30]([Br:35])[CH:29]=3)=[O:24])[CH2:19][CH2:18]2)[CH2:15][CH2:14][C:13]2[CH:41]=[CH:42][CH:43]=[CH:44][C:12]=2[NH:11]1>O.C1COCC1>[O:9]=[C:10]1[N:16]([CH:17]2[CH2:22][CH2:21][N:20]([C:23]([O:25][C@@H:26]([C:36]([OH:38])=[O:37])[CH2:27][C:28]3[CH:33]=[CH:32][C:31]([Br:34])=[C:30]([Br:35])[CH:29]=3)=[O:24])[CH2:19][CH2:18]2)[CH2:15][CH2:14][C:13]2[CH:41]=[CH:42][CH:43]=[CH:44][C:12]=2[NH:11]1 |f:0.1.2.3.4.5.6|. Reported procedure: A solution of 210 mg (9 mmol) LiOH.6H2O in 40 mL water was added at RT to a solution of 3.64 g (5.83 mmol) of (R)-2-(3,4-dibromo-phenyl)-1-ethoxycarbonyl-ethyl 4-(2-oxo-1,2,4,5-tetrahydro-1,3-benzodiazepin-3-yl)-piperidine-1-carboxylate in 70 mL THF and the reaction mixture was stirred for 7 h at RT. The mixture was evaporated down i.vac., the residue was taken up in 100 mL water, 1 M HCl was added until an acid reaction was obtained, the precipitate was filtered off and dried in the vacuum dryi... The reactants are CCO, Clc1cc(Cl)nc(Cl)n1, Cc1cc(N)n[nH]1, [Na+], [Na+], O=C([O-])[O-], O. The product is Cc1cc(Nc2cc(Cl)nc(Cl)n2)n[nH]1. As a reaction SMILES: [CH3:24][CH2:25][OH:26].[Cl:1][c:2]1[n:3][c:4]([Cl:9])[cH:5][c:6]([Cl:8])[n:7]1.[NH2:10][c:11]1[n:12][nH:13][c:14]([CH3:16])[cH:15]1.[Na+:17].[Na+:18].[O-:19][C:20](=[O:21])[O-:22].[OH2:23]>>[Cl:1][c:2]1[n:3][c:4]([NH:10][c:11]2[n:12][nH:13][c:14]([CH3:16])[cH:15]2)[cH:5][c:6]([Cl:8])[n:7]1. The product is Cl.FC(C=1C=C(C(=O)N2[C@@H](CN(CC2)CC=2N=C(SC2)NC(CCOC)=O)CC2=CNC3=CC=CC=C23)C=C(C1)C(F)(F)F)(F)F ((2R)-1-[3,5-bis(trifluoromethyl)benzoyl]-2-(1H-indol-3-ylmethyl)-4-[[2-(3-methoxypropanoylamino)thiazol-4-yl]methyl]piperazine hydrochloride). The yield is 77.0%. The solvent is CN(C=O)C (dimethylformamide). Reactants: O (water), FC(C=1C=C(C(=O)N2[C@@H](CNCC2)CC2=CNC3=CC=CC=C23)C=C(C1)C(F)(F)F)(F)F ((2R)-1-[3,5-bis(trifluoromethyl)-benzoyl]-2-(1H-indol-3-ylmethyl)piperazine), ClCC=1N=C(SC1)NC(=O)CCOC (4-chloromethyl-2-(2-methoxyethylcarbonylamino)thiazole), C(O)([O-])=O.[Na+] (sodium hydrogen carbonate). Run at temperature 60 celsius, time 20 minute. RXN SMILES: [F:1][C:2]([F:32])([F:31])[C:3]1[CH:4]=[C:5]([CH:24]=[C:25]([C:27]([F:30])([F:29])[F:28])[CH:26]=1)[C:6]([N:8]1[CH2:13][CH2:12][NH:11][CH2:10][C@H:9]1[CH2:14][C:15]1[C:23]2[C:18](=[CH:19][CH:20]=[CH:21][CH:22]=2)[NH:17][CH:16]=1)=[O:7].[Cl:33][CH2:34][C:35]1[N:36]=[C:37]([NH:40][C:41]([CH2:43][CH2:44][O:45][CH3:46])=[O:42])[S:38][CH:39]=1.C(=O)([O-])O.[Na+].O>CN(C)C=O>[ClH:33].[F:30][C:27]([F:28])([F:29])[C:25]1[CH:24]=[C:5]([CH:4]=[C:3]([C:2]([F:1])([F:31])[F:32])[CH:26]=1)[C:6]([N:8]1[CH2:13][CH2:12][N:11]([CH2:34][C:35]2[N:36]=[C:37]([NH:40][C:41](=[O:42])[CH2:43][CH2:44][O:45][CH3:46])[S:38][CH:39]=2)[CH2:10][C@H:9]1[CH2:14][C:15]1[C:23]2[C:18](=[CH:19][CH:20]=[CH:21][CH:22]=2)[NH:17][CH:16]=1)=[O:7] |f:2.3,6.7|. Reported procedure: A mixture of (2R)-1-[3,5-bis(trifluoromethyl)-benzoyl]-2-(1H-indol-3-ylmethyl)piperazine (120 mg), 4-chloromethyl-2-(2-methoxyethylcarbonylamino)thiazole (70 mg) and powdered sodium hydrogen carbonate (27 mg) in dry dimethylformamide was stirred for 5 hours and 20 minutes at 60° C. The reaction mixture was powered into water and the resulting precipitate was collected by filtration. The crude product was purified by column chromatography on silica gel eluting with a mixture of dichloromethane an...